From a dataset of the Open Reaction Database (ORD), a public repository of structured organic reaction records. describe an organic reaction: reactants, conditions, products, and yield The reactants are C1(C=2C(C(=O)O1)=CC=CC2)=O (phthalic anhydride), NC=1C(=NC=CC1)Cl (3-amino-2-chloropyridine), C=1(C(=CC=CC1)S(=O)(=O)O)C (toluenesulfonic acid). Run in ClC1=C(C=CC=C1)Cl (o-dichlorobenzene). Conditions: temperature 30 celsius. The product is ClC1=NC=CC=C1N1C(C=2C(C1=O)=CC=CC2)=O (N-(2-chloro-3-pyridyl) phthalimide). Isolated yield 99.0%. As a reaction SMILES: [C:1]1(=[O:11])[O:6][C:4](=O)[C:3]2=[CH:7][CH:8]=[CH:9][CH:10]=[C:2]12.[NH2:12][C:13]1[C:14]([Cl:19])=[N:15][CH:16]=[CH:17][CH:18]=1.C1(C)C(S(O)(=O)=O)=CC=CC=1>ClC1C=CC=CC=1Cl>[Cl:19][C:14]1[C:13]([N:12]2[C:1](=[O:11])[C:2]3=[CH:10][CH:9]=[CH:8][CH:7]=[C:3]3[C:4]2=[O:6])=[CH:18][CH:17]=[CH:16][N:15]=1. Procedure: A stirred slurry containing 15 grams of phthalic anhydride, 13 grams of 3-amino-2-chloropyridine, one gram of toluenesulfonic acid and 200 ml. of o-dichlorobenzene was heated at reflux for 6 hours. During this heating period 100 ml. of solvent and 1.8 ml. of water were removed. After cooling to 30° C., 50 ml. of heptane and 10 ml. of water were added and stirring was continued. The solid was collected by filtration and air dried. A 99 percent yield of N-(2-chloro-3-pyridyl) phthalimide, m.p. 156... The reactants are COC=1C(=C2C=CC=C(C2=CC1)C#N)C(C(F)(F)F)(F)F (6-methoxy-5-pentafluoroethyl-1-cyanonaphthalene), CO (methanol), [OH-].[K+] (potassium hydroxide). The product is COC=1C(=C2C=CC=C(C2=CC1)C(=O)O)C(C(F)(F)F)(F)F (6-methoxy-5-pentafluoroethyl-1-naphthoic acid). Reaction SMILES: [CH3:1][O:2][C:3]1[C:4]([C:15]([F:21])([F:20])[C:16]([F:19])([F:18])[F:17])=[C:5]2[C:10](=[CH:11][CH:12]=1)[C:9]([C:13]#N)=[CH:8][CH:7]=[CH:6]2.[OH-:22].[K+].C[OH:25]>>[CH3:1][O:2][C:3]1[C:4]([C:15]([F:21])([F:20])[C:16]([F:19])([F:18])[F:17])=[C:5]2[C:10](=[CH:11][CH:12]=1)[C:9]([C:13]([OH:25])=[O:22])=[CH:8][CH:7]=[CH:6]2 |f:1.2|. Reported procedure: The crude 6-MPCN product of Example I was dissolved in 135 ml of methanol and 40 ml of a potassium hydroxide solution (4.5 g of KOH in 40 ml of water) and heated to 125° C./70 psi for seven hours. The reaction mixture was then worked up and acidified to yield 6.6 g of 6-methoxy-5-pentafluoroethyl-1-naphthoic acid. Reactants: C(C)(C)(C)OC(NC1=C(C=C(C(=C1)N(C)C(C)C)C(F)(F)F)N)=O ([2-amino-5-(isopropyl-methyl-amino)-4-trifluoromethyl-phenyl]-carbamic acid tert-butyl ester), C(C)(C)(C)OC(CC(=O)C1=CC(=CC=C1)C1=CC(=NO1)C)=O (3-[3-(3-methyl-isoxazol-5-yl)-phenyl]-3-oxo-propionic acid tert-butyl ester). Yields the product C(C)(C)(C)OC(NC1=C(C=C(C(=C1)N(C)C(C)C)C(F)(F)F)NC(CC(=O)C1=CC(=CC=C1)C1=CC(=NO1)C)=O)=O ((5-(Isopropyl-methyl-amino)-2-{3-[3-(3-methyl-isoxazol-5-yl)-phenyl]-3-oxo-propionylamino}-4-trifluoromethyl-phenyl)-carbamic acid tert-butyl ester), foam. The yield is 66.0%. Reaction SMILES: [C:1]([O:5][C:6](=[O:24])[NH:7][C:8]1[CH:13]=[C:12]([N:14]([CH:16]([CH3:18])[CH3:17])[CH3:15])[C:11]([C:19]([F:22])([F:21])[F:20])=[CH:10][C:9]=1[NH2:23])([CH3:4])([CH3:3])[CH3:2].C([O:29][C:30](=O)[CH2:31][C:32]([C:34]1[CH:39]=[CH:38][CH:37]=[C:36]([C:40]2[O:44][N:43]=[C:42]([CH3:45])[CH:41]=2)[CH:35]=1)=[O:33])(C)(C)C>>[C:1]([O:5][C:6](=[O:24])[NH:7][C:8]1[CH:13]=[C:12]([N:14]([CH:16]([CH3:17])[CH3:18])[CH3:15])[C:11]([C:19]([F:22])([F:21])[F:20])=[CH:10][C:9]=1[NH:23][C:30](=[O:29])[CH2:31][C:32]([C:34]1[CH:39]=[CH:38][CH:37]=[C:36]([C:40]2[O:44][N:43]=[C:42]([CH3:45])[CH:41]=2)[CH:35]=1)=[O:33])([CH3:3])([CH3:4])[CH3:2]. Procedure details: The title compound was prepared from [2-amino-5-(isopropyl-methyl-amino)-4-trifluoromethyl-phenyl]-carbamic acid tert-butyl ester (Example J37) (350 mg, 1.01 mmol) and 3-[3-(3-methyl-isoxazol-5-yl)-phenyl]-3-oxo-propionic acid tert-butyl ester (Example K4) (304 mg, 1.01 mmol) according to the general procedure M. Obtained as a light brown foam (380 mg, 66%). Starting materials: C(=O)(OCC1=CC=CC=C1)NCCC[C@H](N)C(=O)O (Nδ -Carbobenzyloxy-L-ornithine), Cl (HCl), S(=O)(=O)(C1=CC=CC=2C(N(C)C)=CC=CC12)Cl (dansyl chloride). The solvent is [OH-].[Na+] (NaOH), O1CCCC1 (tetrahydrofuran), [OH-].[Na+] (NaOH). Conditions: temperature 0 celsius, time 15 minute. The product is CN(C1=C2C=CC=C(C2=CC=C1)S(=O)(=O)NC(C(=O)O)CCCNC(=O)OCC1=CC=CC=C1)C (2-[[[5-(dimethylamino)-1-naphthalenyl]sulfonyl]amino]-5-[[(phenylmethoxy)carbonyl]amino]pentanoic acid). RXN SMILES: [C:1]([NH:11][CH2:12][CH2:13][CH2:14][C@@H:15]([C:17]([OH:19])=[O:18])[NH2:16])([O:3][CH2:4][C:5]1[CH:10]=[CH:9][CH:8]=[CH:7][CH:6]=1)=[O:2].[S:20](Cl)([C:23]1[C:35]2[CH:34]=[CH:33][CH:32]=[C:28]([N:29]([CH3:31])[CH3:30])[C:27]=2[CH:26]=[CH:25][CH:24]=1)(=[O:22])=[O:21].Cl>[OH-].[Na+].O1CCCC1>[CH3:30][N:29]([CH3:31])[C:28]1[CH:32]=[CH:33][CH:34]=[C:35]2[C:27]=1[CH:26]=[CH:25][CH:24]=[C:23]2[S:20]([NH:16][CH:15]([CH2:14][CH2:13][CH2:12][NH:11][C:1]([O:3][CH2:4][C:5]1[CH:10]=[CH:9][CH:8]=[CH:7][CH:6]=1)=[O:2])[C:17]([OH:19])=[O:18])(=[O:22])=[O:21] |f:3.4|. Reported procedure: Nδ -Carbobenzyloxy-L-ornithine (39.6 g, 0.149 mol) was dissolved in a solution of 2N NaOH (90 mL) and tetrahydrofuran (200 mL) under nitrogen. After about 15 minutes at ambient temperature, the mixture was cooled to about 0° C. and subsequently treated with additional 2N NaOH (85 mL) and dansyl chloride (45.0 g, 0.167 mol) in 5 g portions over 15 minutes. The mixture was stirred at about 0° C. for about 1 hour and at room temperature for about 2 hours before it was neutralized to pH 7 with 1N HC... Reactants: [Na] (sodium), ClCC=C(C)Cl (1,3-dichloro-2-butene), CC(C(=O)OCC)C(=O)OCC (diethyl methylmalonate), alcoholate. Solvent: C(C)O (ethanol). Reaction conditions: temperature 75 celsius. The product is C(C)OC(C(C(=O)OCC)(C)C\C=C(\C)/Cl)=O (2-[(2Z)-3-Chloro-2-butenyl]-2-methylmalonic Acid Diethyl Ester). RXN SMILES: [Na].[CH3:2][CH:3]([C:9]([O:11][CH2:12][CH3:13])=[O:10])[C:4]([O:6][CH2:7][CH3:8])=[O:5].Cl[CH2:15][CH:16]=[C:17]([Cl:19])[CH3:18]>C(O)C>[CH2:12]([O:11][C:9](=[O:10])[C:3]([CH2:15]/[CH:16]=[C:17](\[Cl:19])/[CH3:18])([CH3:2])[C:4]([O:6][CH2:7][CH3:8])=[O:5])[CH3:13] |^1:0|. Reported procedure: 11.5 g of sodium cut into small pieces was introduced into a three-necked flask equipped with agitator, reflux condenser, and dropping funnel. To this charge was added dropwise 250 ml of absolute ethanol so quickly that the solution was boiling vigorously. Then 87 g of distilled diethyl methylmalonate was added dropwise to the hot alcoholate solution. After allowing the mixture to cool to about 75° C., the reaction solution was combined with 66 g of 1,3-dichloro-2-butene dropwise; the solution t... Yields the product O=C1CCC2=CC(=CC=C12)N=C1SC[C@@H](N1)C(C)CC ((4S)-2-(1-oxo-5-indanylimino)-4-(2-butyl)-1,3-thiazolidine). Reaction SMILES: O[CH2:2][C@@H:3]([NH2:8])[CH:4]([CH3:7])[CH2:5][CH3:6].COC(=O)[C@H]([C@H](CC)C)N.OCCN.NC1C=C2C(=CC=1)C(=O)CC2.[O:34]=[C:35]1[C:43]2[C:38](=[CH:39][C:40]([N:44]=[C:45]=[S:46])=[CH:41][CH:42]=2)[CH2:37][CH2:36]1.[N-]=C=S>>[O:34]=[C:35]1[C:43]2[C:38](=[CH:39][C:40]([N:44]=[C:45]3[NH:8][C@@H:3]([CH:4]([CH2:5][CH3:6])[CH3:7])[CH2:2][S:46]3)=[CH:41][CH:42]=2)[CH2:37][CH2:36]1. Procedure: (1S)-1-(Hydroxymethyl)-2-methylbutylamine was made from (L)-isoleucine methyl ester as described in Method B1b. The 2-hydroxyethylamine was converted to (1S)-1-(chloromethyl)-2-methylbutanammonium chloride as described in Method B7a. 5-Aminoindan-1-one was converted to 1-oxo-5-indanyl isothiocyanate according to Method A2a. The isothiocyanate was reacted with (1S)-1-(chloromethyl)-2-methylbutanammonium chloride to Method C1a to give (4S)-2-(1-oxo-5-indanylimino)-4-(2-butyl)-1,3-thiazolidine. The... Starting materials: [N-]=C=S (isothiocyanate), (1S)-1-(chloromethyl)-2-methylbutanammonium chloride, OC[C@H](C(CC)C)N ((1S)-1-(Hydroxymethyl)-2-methylbutylamine), (1S)-1-(chloromethyl)-2-methylbutanammonium chloride, NC=1C=C2CCC(C2=CC1)=O (5-Aminoindan-1-one), COC([C@@H](N)[C@@H](C)CC)=O ((L)-isoleucine methyl ester), OCCN (2-hydroxyethylamine), O=C1CCC2=CC(=CC=C12)N=C=S (1-oxo-5-indanyl isothiocyanate).